From a dataset of the Open Reaction Database (ORD), a public repository of structured organic reaction records. describe an organic reaction: reactants, conditions, products, and yield Solvent: CCOCC (ether), O1CCCC1 (tetrahydrofuran). RXN SMILES: [Cl:1][C:2]1[S:3][CH:4]=[CH:5][C:6]=1Br.C([Li])CCC.[NH:13]1[C:21](=[O:22])[C:19](=O)[C:17](=[O:18])[NH:16][C:14]1=[O:15]>CCOCC.O1CCCC1>[Cl:1][C:2]1[S:3][CH:4]=[CH:5][C:6]=1[CH:19]1[C:17](=[O:18])[NH:16][C:14](=[O:15])[NH:13][C:21]1=[O:22]. Run at time 15 minute. Reported procedure: Following the method of Gronowitz et al. [Chemica Scripta 15, p. 2 (1980)], 2-chloro-3-bromothiophene is reacted with n-butyl lithium in ether at -70° C. After 15 minutes, the organolithium reagent is poured into a solution of alloxan in tetrahydrofuran at -70° C. The reaction mixture is allowed to warm to room temperature for 2 hours, and 5-(2-chloro-3-thienyl)-2,4,6(1H,3H,5H)-pyrimidinetrione isolated according to Example 5. The reactants are ClC=1SC=CC1Br (2-chloro-3-bromothiophene), C(CCC)[Li] (n-butyl lithium), organolithium, N1C(=O)NC(=O)C(=O)C1=O (alloxan). The product is ClC=1SC=CC1C1C(NC(NC1=O)=O)=O (5-(2-chloro-3-thienyl)-2,4,6(1H,3H,5H)-pyrimidinetrione). The reactants are C(C)(C)(C)OC(=O)N[C@@H]([C@@H](C(=O)OCC)O)C(CCCC)CC (ethyl (2S,3R,4RS)-3-(tert-butoxycarbonyl)amino-4-ethyl-2-hydroxyoctanoate), OO (hydrogen peroxide), O.[OH-].[Li+] (lithium hydroxide monohydrate). Run in O1CCCC1.O (tetrahydrofuran water). The product is C(C)(C)(C)OC(=O)N[C@@H]([C@@H](C(=O)O)O)C(CCCC)CC ((2S,3R,4RS)-3-(tert-butoxycarbonyl)amino-4-ethyl-2-hydroxyoctanoic acid). Reaction SMILES: [C:1]([O:5][C:6]([NH:8][C@H:9]([CH:17]([CH2:22][CH3:23])[CH2:18][CH2:19][CH2:20][CH3:21])[C@H:10]([OH:16])[C:11]([O:13]CC)=[O:12])=[O:7])([CH3:4])([CH3:3])[CH3:2].OO.O.[OH-].[Li+]>O1CCCC1.O>[C:1]([O:5][C:6]([NH:8][C@H:9]([CH:17]([CH2:22][CH3:23])[CH2:18][CH2:19][CH2:20][CH3:21])[C@H:10]([OH:16])[C:11]([OH:13])=[O:12])=[O:7])([CH3:4])([CH3:3])[CH3:2] |f:2.3.4,5.6|. Reported procedure: A solution of Example 236B (0.168 g, 0.51 mmol), 30% hydrogen peroxide (0.25 mL, 2.2 mmol), and lithium hydroxide monohydrate (0.042 g, 1.0 mmol) in 3:1 tetrahydrofuran/water (7 mL) was stirred in an ice bath for 3 hours, then concentrated. The residues were taken up in water and the pH adjusted to 10 with NaOH. The solution was washed twice with ether, adjusted to pH 2 with HCl, then extracted twice with ethyl acetate. The ethyl acetate extracts were dried (MgSO4), filtered, then concentrated t... Yields the product FC(C1=CC=C(C=C1)C#C)(F)F (4-Trifluoromethylphenylethyne). The solvent is C(C)OCC (diethyl ether). Reactants: FC(C1=CC=C(C=C1)C#C[Si](C)(C)C)(F)F (1-(4-trifluoromethylphenyl)-2-trimethylsilylethyne), O.O.O.[F-].C(CCC)[N+](CCCC)(CCCC)CCCC (tetrabutylammonium fluoride trihydrate). As a reaction SMILES: [F:1][C:2]([F:16])([F:15])[C:3]1[CH:8]=[CH:7][C:6]([C:9]#[C:10][Si](C)(C)C)=[CH:5][CH:4]=1.O.O.O.[F-].C([N+](CCCC)(CCCC)CCCC)CCC>C(OCC)C>[F:1][C:2]([F:15])([F:16])[C:3]1[CH:4]=[CH:5][C:6]([C:9]#[CH:10])=[CH:7][CH:8]=1 |f:1.2.3.4.5|. Reported procedure: This compound was prepared in a manner analogous to that of Example 1, Step C, using 19.0 grams (0.0784 mole) of 1-(4-trifluoromethylphenyl)-2-trimethylsilylethyne and 24.7 grams (0.0784 mole) of tetrabutylammonium fluoride trihydrate in 200 ml of diethyl ether. The reaction mixture was filtered through silica gel, and the silica gel was washed with diethylether. The wash and filtrate were combined and concentrated under reduced pressure yielding, 22.9 grams of ether concentrate which was predom...